This data is from the Open Reaction Database (ORD), a public repository of structured organic reaction records. The task is: describe an organic reaction: reactants, conditions, products, and yield The reactants are Dichlorobis(triphenylphosphine) palladium(II), ClC=1C(=NC(=CC1Cl)Cl)C(=O)OC (methyl 3,4,6-trichloropyridine-2-carboxylate), C(C)OC=C[Sn](CCCC)(CCCC)CCCC (ethoxyvinyltributyltin), [F-].[Cs+] (cesium fluoride). Run in O1CCOCC1 (dioxane). Conditions: temperature 100 celsius, time 8 hour. Product: ClC=1C(=NC(=CC1Cl)C(C)=O)C(=O)OC (methyl 3,4-dichloro-6-acetylpyridine-2-carboxylate). The yield is 47.5%. As a reaction SMILES: [Cl:1][C:2]1[C:3]([C:10]([O:12][CH3:13])=[O:11])=[N:4][C:5](Cl)=[CH:6][C:7]=1[Cl:8].[CH2:14]([O:16]C=C[Sn](CCCC)(CCCC)CCCC)[CH3:15].[F-].[Cs+]>O1CCOCC1>[Cl:1][C:2]1[C:3]([C:10]([O:12][CH3:13])=[O:11])=[N:4][C:5]([C:14](=[O:16])[CH3:15])=[CH:6][C:7]=1[Cl:8] |f:2.3|. Procedure details: A solution of methyl 3,4,6-trichloropyridine-2-carboxylate (2.00 g, 8.31 mmol), ethoxyvinyltributyltin (3.09 mL, 9.15 mmol) and cesium fluoride (2.78 g, 18.30 mmol) in dioxane (50 mL) was sparged with nitrogen for 15 minutes. Dichlorobis(triphenylphosphine) palladium(II) (292 mg, 0.42 mmol) was then added and the mixture heated at 100° C. for 3 hours. After cooling, the mixture was concentrated, taken up into ethyl acetate and was filtered through a silica gel plug. The solvent was removed and t... Reactants: NC(=S)N (thiourea), C(C)(C)(C)OC(=O)N1C[C@H]2CC3=CC(=C(N=C3N2[C@@H](C1)C)CBr)Br ((4R,9aR)-7-bromo-6-bromomethyl-4-methyl-3,4,9,9a-tetrahydro-1H-2,4a,5-triaza-fluorene-2-carboxylic acid tert-butyl ester), [OH-].[Na+] (sodium hydroxide). The solvent is C(C)O (ethanol). Reaction conditions: time 5 hour. Product: C(C)(C)(C)OC(=O)N1C[C@H]2CC3=CC(=C(N=C3N2[C@@H](C1)C)CS)Br ((4R,9aR)-7-Bromo-6-mercaptomethyl-4-methyl-3,4,9,9a-tetrahydro-1H-2,4a,5-triaza-fluorene-2-carboxylic acid tert-butyl ester). The yield is 63.1%. Reaction SMILES: [C:1]([O:5][C:6]([N:8]1[CH2:20][C@@H:19]([CH3:21])[N:18]2[C@H:10]([CH2:11][C:12]3[C:17]2=[N:16][C:15]([CH2:22]Br)=[C:14]([Br:24])[CH:13]=3)[CH2:9]1)=[O:7])([CH3:4])([CH3:3])[CH3:2].NC(N)=[S:27].[OH-].[Na+]>C(O)C>[C:1]([O:5][C:6]([N:8]1[CH2:20][C@@H:19]([CH3:21])[N:18]2[C@H:10]([CH2:11][C:12]3[C:17]2=[N:16][C:15]([CH2:22][SH:27])=[C:14]([Br:24])[CH:13]=3)[CH2:9]1)=[O:7])([CH3:4])([CH3:3])[CH3:2] |f:2.3|. Procedure details: To a suspension of 0.90 g (4R,9aR)-7-bromo-6-bromomethyl-4-methyl-3,4,9,9a-tetrahydro-1H-2,4a,5-triaza-fluorene-2-carboxylic acid tert-butyl ester in 10 ml ethanol was added at room temperature 0.2 g thiourea and the mixture was stirred at ambient temperature for 5 h. To the resulting clear solution was added 1 ml of 2N aqueous sodium hydroxide and the mixture was heated to reflux for 3 h. The reaction mixture was cooled to room temperature and partitioned between water and ethyl acetate. The ph... The solvent is C(C)(=O)OCC (ethyl acetate), O1CCOCC1 (1,4-dioxane). Isolated yield 85.4%. RXN SMILES: [Br:1][C:2]1[CH:3]=[CH:4][C:5]2[N:6]([CH:8]([C:11]#[N:12])[CH2:9][N:10]=2)[CH:7]=1.ClC1C(=O)C(C#N)=C(C#N)C(=O)C=1Cl>O1CCOCC1.C(OCC)(=O)C>[Br:1][C:2]1[CH:3]=[CH:4][C:5]2[N:6]([C:8]([C:11]#[N:12])=[CH:9][N:10]=2)[CH:7]=1. The product is BrC=1C=CC=2N(C1)C(=CN2)C#N (6-Bromoimidazo[1,2-a]pyridine-3-carbonitrile). Procedure details: Method 1) 3.83 g of 6-bromo-2,3-dihydroimidazo[1,2-a]pyridine-3-carbonitrile synthesized in Production Example 242 was dissolved in 34 mL 1,4-dioxane, and the solution together with 4.3 g of 2,3-dichloro-5,6-dicyano-1,4-benzoquinone was heated at 90° C. for 2 hours. The reaction solution was diluted with ethyl acetate, insolubles were filtered off with Celite, and the filtrate was washed with an aqueous saturated sodium bicarbonate solution and brine. The organic layer was dried over anhydrous s... Starting materials: BrC=1C=CC=2N(C1)C(CN2)C#N (6-bromo-2,3-dihydroimidazo[1,2-a]pyridine-3-carbonitrile), ClC=1C(C(=C(C(C1Cl)=O)C#N)C#N)=O (2,3-dichloro-5,6-dicyano-1,4-benzoquinone). Starting materials: CC(C)CC(NC(=O)OC(C)(C)C)c1cc(C(=O)O)on1, O=C(c1ncc[nH]1)c1ncc[nH]1, CCOC(=O)CC(=O)[O-], [Mg]. Product: CCOC(=O)CC(=O)c1cc(C(CC(C)C)NC(=O)OC(C)(C)C)no1. Reaction SMILES: [C:1]([CH3:2])([CH3:3])([CH3:4])[O:5][C:6](=[O:7])[NH:8][CH:9]([CH2:10][CH:11]([CH3:12])[CH3:13])[c:14]1[n:15][o:16][c:17]([C:19](=[O:20])[OH:21])[cH:18]1.[C:22]([c:23]1[nH:24][cH:25][cH:26][n:27]1)([c:28]1[nH:29][cH:30][cH:31][n:32]1)=[O:33].[C:35]([CH2:36][C:37]([O-:38])=[O:39])(=[O:40])[O:41][CH2:42][CH3:43].[Mg:34]>>[C:1]([CH3:2])([CH3:3])([CH3:4])[O:5][C:6](=[O:7])[NH:8][CH:9]([CH2:10][CH:11]([CH3:12])[CH3:13])[c:14]1[n:15][o:16][c:17]([C:19](=[O:21])[CH2:36][C:35](=[O:40])[O:41][CH2:42][CH3:43])[cH:18]1. The reactants are CO, COC(=O)CSCc1ccco1, Cl, [KH], O. Product: O=C(O)CSCc1ccco1. As a reaction SMILES: [CH3:15][OH:16].[CH3:1][O:2][C:3]([CH2:4][S:5][CH2:6][c:7]1[cH:8][cH:9][cH:10][o:11]1)=[O:12].[ClH:14].[KH:13].[OH2:17]>>[O:2]=[C:3]([CH2:4][S:5][CH2:6][c:7]1[cH:8][cH:9][cH:10][o:11]1)[OH:12].